This data is from the Open Reaction Database (ORD), a public repository of structured organic reaction records. The task is: describe an organic reaction: reactants, conditions, products, and yield The reactants are Fc1ccc2nc(S)[nH]c2c1F, [H-], O=Cc1ccc([N+](=O)[O-])o1, [Na+], C1CCOC1. Product: O=Cc1ccc(Sc2nc3ccc(F)c(F)c3[nH]2)o1. Reaction SMILES: [F:1][c:2]1[cH:3][cH:4][c:5]2[c:6]([nH:7][c:8]([SH:10])[n:9]2)[c:11]1[F:12].[H-:13].[N+:15]([O-:16])(=[O:17])[c:18]1[cH:19][cH:20][c:21]([CH:23]=[O:24])[o:22]1.[Na+:14].[O:25]1[CH2:26][CH2:27][CH2:28][CH2:29]1>>[F:1][c:2]1[cH:3][cH:4][c:5]2[c:6]([nH:7][c:8]([S:10][c:18]3[cH:19][cH:20][c:21]([CH:23]=[O:24])[o:22]3)[n:9]2)[c:11]1[F:12].